Dataset: the Open Reaction Database (ORD), a public repository of structured organic reaction records. Task: describe an organic reaction: reactants, conditions, products, and yield Starting materials: CC1(CN(CC2=CC(=CC=C12)NC(C1=C(C=CC=C1)NC(C)C1=NC(=NC=C1)NC)=O)C(=O)OC(C)(C)C)C (tert-butyl 4,4-dimethyl-7-{2-[1-(2-methylamino-pyrimidin-4-yl)-ethylamino]-benzoylamino}-3,4-dihydro-1H-isoquinoline-2-carboxylate), C(=O)(C(F)(F)F)O (TFA). Run in C(Cl)Cl (CH2Cl2). Product: CC1(CNCC2=CC(=CC=C12)NC(C1=C(C=CC=C1)NC(C)C1=NC(=NC=C1)NC)=O)C (N-(4,4-Dimethyl-1,2,3,4-tetrahydro-isoquinolin-7-yl)-2-[1-(2-methylamino-pyrimidin-4-yl)-ethylamino]-benzamide). As a reaction SMILES: [CH3:1][C:2]1([CH3:39])[C:11]2[C:6](=[CH:7][C:8]([NH:12][C:13](=[O:31])[C:14]3[CH:19]=[CH:18][CH:17]=[CH:16][C:15]=3[NH:20][CH:21]([C:23]3[CH:28]=[CH:27][N:26]=[C:25]([NH:29][CH3:30])[N:24]=3)[CH3:22])=[CH:9][CH:10]=2)[CH2:5][N:4](C(OC(C)(C)C)=O)[CH2:3]1.C(O)(C(F)(F)F)=O>C(Cl)Cl>[CH3:39][C:2]1([CH3:1])[C:11]2[C:6](=[CH:7][C:8]([NH:12][C:13](=[O:31])[C:14]3[CH:19]=[CH:18][CH:17]=[CH:16][C:15]=3[NH:20][CH:21]([C:23]3[CH:28]=[CH:27][N:26]=[C:25]([NH:29][CH3:30])[N:24]=3)[CH3:22])=[CH:9][CH:10]=2)[CH2:5][NH:4][CH2:3]1. Procedure details: In a manner similar to that described in Example 127, to a solution of tert-butyl 4,4-dimethyl-7-{2-[1-(2-methylamino-pyrimidin-4-yl)-ethylamino]-benzoylamino}-3,4-dihydro-1H-isoquinoline-2-carboxylate (250 mg, 0.471 mmol) in CH2Cl2 (5 mL) was added TFA (3 mL) to give the final product. MS m/z: 431.3 (M+H). Calc'd. for C25H31N6O-431.55. Starting materials: C(C=C)#N (acrylonitrile), CN(C)CCO (dimethylaminoethanol), [Na] (sodium). Run at time 24 hour. The product is C(#N)CCOCCN(C)C (2-Dimethylaminoethyl 2-cyanoethyl ether). As a reaction SMILES: [C:1](#[N:4])[CH:2]=[CH2:3].[CH3:5][N:6]([CH2:8][CH2:9][OH:10])[CH3:7].[Na]>>[C:1]([CH2:2][CH2:3][O:10][CH2:9][CH2:8][N:6]([CH3:7])[CH3:5])#[N:4] |^1:10|. Procedure details: 530 g of acrylonitrile are added dropwise to 890 g (10 mols) of dimethylaminoethanol and 0.3 g of dissolved sodium at room temperature. The mixture is left to stand for 24 hours and low-boiling constituents are distilled off.